Dataset: the Open Reaction Database (ORD), a public repository of structured organic reaction records. Task: describe an organic reaction: reactants, conditions, products, and yield The reactants are BrC1=C(C(=C(C2=CC=CC=C12)I)C)C(C)=O (1-Bromo-4-iodo-2- acetyl methyl naphthalene), solution, C(=O)([O-])[O-].[K+].[K+] (K2CO3). Solvent: CO (methanol). Reaction conditions: time 2 hour. Product: BrC1=C(C=C(C2=CC=CC=C12)I)CO (1-Bromo-4-Iodo-2-hydroxymethyl-naphthalene). Yield: 85.7%. As a reaction SMILES: [Br:1][C:2]1[C:11]2[C:6](=[CH:7][CH:8]=[CH:9][CH:10]=2)[C:5]([I:12])=[C:4](C)[C:3]=1[C:14](=[O:16])C.C([O-])([O-])=O.[K+].[K+]>CO>[Br:1][C:2]1[C:11]2[C:6](=[CH:7][CH:8]=[CH:9][CH:10]=2)[C:5]([I:12])=[CH:4][C:3]=1[CH2:14][OH:16] |f:1.2.3|. Procedure: To a solution of 29 (50 mg) in methanol (5 ml) was added 1 ml solution of K2CO3 and the mixture was stirred for 2 hr. at room temperature. The methanol was removed in vacuo and the residue was extracted with methylene chloride (2×50 ml). The methylene chloride fraction was washed with 1N HCl, H2O, brine, dried with anhydrous MgSO4 and evaporated in vacuo to give 40 mg of 30 (90%) as white crystalline solid which upon TLC analysis (silica, hexane/ethyl acetate, 90:10) showed a single component Rf...